From a dataset of the Open Reaction Database (ORD), a public repository of structured organic reaction records. describe an organic reaction: reactants, conditions, products, and yield Starting materials: CN1C2=C(OCC1=O)C=CC=C2OCC(=O)OCC (ethyl 2-(4-methyl-3-oxo-3,4-dihydro-2H-benzo[b][1,4]oxazin-5-yloxy)acetate), NCC(CN1CC2=CC=CC=C2CC1)O (1-amino-3-(3,4-dihydroisoquinolin-2(1H)-yl)propan-2-ol). The solvent is CCO (EtOH). Yields the product C1N(CCC2=CC=CC=C12)CC(CNC(COC1=CC=CC=2OCC(N(C21)C)=O)=O)O (N-(3-(3,4-Dihydroisoquinolin-2(1H)-yl)-2-hydroxypropyl)-2-(4-methyl-3-oxo-3,4-dihydro-2H-benzo[b][1,4]oxazin-5-yloxy)acetamide). The yield is 27.9%. As a reaction SMILES: [CH3:1][N:2]1[C:7](=[O:8])[CH2:6][O:5][C:4]2[CH:9]=[CH:10][CH:11]=[C:12]([O:13][CH2:14][C:15]([O:17]CC)=O)[C:3]1=2.[NH2:20][CH2:21][CH:22]([OH:34])[CH2:23][N:24]1[CH2:33][CH2:32][C:31]2[C:26](=[CH:27][CH:28]=[CH:29][CH:30]=2)[CH2:25]1>CCO>[CH2:25]1[C:26]2[C:31](=[CH:30][CH:29]=[CH:28][CH:27]=2)[CH2:32][CH2:33][N:24]1[CH2:23][CH:22]([OH:34])[CH2:21][NH:20][C:15](=[O:17])[CH2:14][O:13][C:12]1[C:3]2[N:2]([CH3:1])[C:7](=[O:8])[CH2:6][O:5][C:4]=2[CH:9]=[CH:10][CH:11]=1. Procedure details: A reaction vessel containing a mixture of ethyl 2-(4-methyl-3-oxo-3,4-dihydro-2H-benzo[b][1,4]oxazin-5-yloxy)acetate (43.0 mg, 0.162 mmol), 1-amino-3-(3,4-dihydroisoquinolin-2(1H)-yl)propan-2-ol (33.0 mg, 0.163 mmol) and EtOH (0.5 mL) was placed in a microwave reactor and the mixture irradiated at external temperature of 120° C. for 1 h. The reaction mixture was purified in two steps by preparative TLC followed by preparative HPLC to render the title product (19.2 mg, 19% yield) The reactants are C(CCC)N=C=O (n-butylisocyanate), hydrochlonic acid, [O-]S(=O)(=O)C(F)(F)F.[Na+] (sodium triflate), C(CCCCCCC)N (octylamine). Run in C(C)(=O)OCC (ethyl acetate), CO (methanol), CO (methanol), C(C)(=O)OCC (ethyl acetate), CO (methanol). Conditions: temperature 10 celsius, time 30 minute. Yields the product OS(=O)(=O)C(F)(F)F.C(CCC)NC(=O)NCCCCCCCC (N-n-butyl-N'-octylurea triflate). Isolated yield 117.8%. As a reaction SMILES: [CH2:1]([NH2:9])[CH2:2][CH2:3][CH2:4][CH2:5][CH2:6][CH2:7][CH3:8].[CH2:10]([N:14]=[C:15]=[O:16])[CH2:11][CH2:12][CH3:13].[O-:17][S:18]([C:21]([F:24])([F:23])[F:22])(=[O:20])=[O:19].[Na+]>C(OCC)(=O)C.CO>[OH:20][S:18]([C:21]([F:24])([F:23])[F:22])(=[O:19])=[O:17].[CH2:10]([NH:14][C:15]([NH:9][CH2:1][CH2:2][CH2:3][CH2:4][CH2:5][CH2:6][CH2:7][CH3:8])=[O:16])[CH2:11][CH2:12][CH3:13] |f:2.3,6.7|. Procedure details: A four necked flask equipped with a thermometer, stirrer and drip funnel was charged with 2.58 g of octylamine and 200 g of ethyl acetate. To this was added dropwise a solution of 1.98 g of n-butylisocyanate in 30 g of ethyl acetate with stirring over 30 minutes while maintaining the inner temperature at 10° C. and allowed to react until the absorption of isocyanato group (2240 cm-1) disappeared IR spectrometrically. After dissolving the solidified reaction product in 50 g of methanol, a mixture... The reactants are CN(C)C1CCOCC1, CCOC(C)=O, CCOc1ccc(-c2ccc3c(c2)C=C(C(=O)Nc2ccc(CCl)cc2)CCO3)cc1, CN(C)C=O. Product: CCOc1ccc(-c2ccc3c(c2)C=C(C(=O)Nc2ccc(C[N+](C)(C)C4CCOCC4)cc2)CCO3)cc1, [Cl-]. Reaction SMILES: [CH3:32][N:33]([CH:34]1[CH2:35][CH2:36][O:37][CH2:38][CH2:39]1)[CH3:40].[CH3:41][CH2:42][O:43][C:44](=[O:45])[CH3:46].[Cl:1][CH2:2][c:3]1[cH:4][cH:5][c:6]([NH:9][C:10](=[O:11])[C:12]2=[CH:18][c:17]3[c:16]([cH:22][cH:21][c:20](-[c:23]4[cH:24][cH:25][c:26]([O:29][CH2:30][CH3:31])[cH:27][cH:28]4)[cH:19]3)[O:15][CH2:14][CH2:13]2)[cH:7][cH:8]1.[O:47]=[CH:48][N:49]([CH3:50])[CH3:51]>>[CH2:2]([c:3]1[cH:4][cH:5][c:6]([NH:9][C:10](=[O:11])[C:12]2=[CH:18][c:17]3[c:16]([cH:22][cH:21][c:20](-[c:23]4[cH:24][cH:25][c:26]([O:29][CH2:30][CH3:31])[cH:27][cH:28]4)[cH:19]3)[O:15][CH2:14][CH2:13]2)[cH:7][cH:8]1)[N+:33]([CH3:32])([CH:34]1[CH2:35][CH2:36][O:37][CH2:38][CH2:39]1)[CH3:40].[Cl-:1].